From a dataset of the Open Reaction Database (ORD), a public repository of structured organic reaction records. describe an organic reaction: reactants, conditions, products, and yield Reactants: N1(C=NC=C1)C[C@H](C1=CC=CC=C1)OC1=C(C=2CCCC(C2C=C1)=O)CSC1=CC=C(C(=O)O)C=C1 (4-{[(2-{[(1S)-2-(1H-imidazol-1-yl)-1-phenylethyl]oxy}-5-oxo-5,6,7,8-tetrahydro-1-naphthalenyl)methyl]sulfanyl}benzoic acid), NCC=C (3-aminopropene). Yields the product C(C=C)NC(C1=CC=C(C=C1)SCC1=C(C=CC=2C(CCCC12)=O)O[C@H](CN1C=NC=C1)C1=CC=CC=C1)=O (N-Allyl-4-{[(2-{[(1S)-2-(1H-imidazol-1-yl)-1-phenylethyl]oxy}-5-oxo-5,6,7,8-tetrahydro-1-naphthalenyl)methyl]sulfanyl}benzamide). Isolated yield 96.7%. RXN SMILES: [N:1]1([CH2:6][C@@H:7]([O:14][C:15]2[CH:24]=[CH:23][C:22]3[C:21](=[O:25])[CH2:20][CH2:19][CH2:18][C:17]=3[C:16]=2[CH2:26][S:27][C:28]2[CH:36]=[CH:35][C:31]([C:32](O)=[O:33])=[CH:30][CH:29]=2)[C:8]2[CH:13]=[CH:12][CH:11]=[CH:10][CH:9]=2)[CH:5]=[CH:4][N:3]=[CH:2]1.[NH2:37][CH2:38][CH:39]=[CH2:40]>>[CH2:38]([NH:37][C:32](=[O:33])[C:31]1[CH:30]=[CH:29][C:28]([S:27][CH2:26][C:16]2[C:17]3[CH2:18][CH2:19][CH2:20][C:21](=[O:25])[C:22]=3[CH:23]=[CH:24][C:15]=2[O:14][C@@H:7]([C:8]2[CH:9]=[CH:10][CH:11]=[CH:12][CH:13]=2)[CH2:6][N:1]2[CH:5]=[CH:4][N:3]=[CH:2]2)=[CH:36][CH:35]=1)[CH:39]=[CH2:40]. Procedure details: Using the method in Example 172, 4-{[(2-{[(1S)-2-(1H-imidazol-1-yl)-1-phenylethyl]oxy}-5-oxo-5,6,7,8-tetrahydro-1-naphthalenyl)methyl]sulfanyl}benzoic acid (50 mg, 0.10 mmol, 0.20M in DMF) and 3-aminopropene (17 mg, 0.30 mmol, 0.6M in DMF) were combined to give 52 mg of the desired compound: Low resolution mass spectrum (LC-MS, APCI) m/z 538 [M+H]+.